From a dataset of the Open Reaction Database (ORD), a public repository of structured organic reaction records. describe an organic reaction: reactants, conditions, products, and yield The reactants are ice water, BrC=1C(=C(C=C2C(C(=CN(C12)C1CC1)C(=O)OCC)=O)F)F (ethyl 8-bromo-1-cyclopropyl-6,7-difluoro-1,4-dihydro-4-oxo-3-quinolinecarboxylate), C(C)(=O)O (acetic acid), S(O)(O)(=O)=O (sulfuric acid). The solvent is O (water). Product: BrC=1C(=C(C=C2C(C(=CN(C12)C1CC1)C(=O)O)=O)F)F (8-Bromo-1-cyclopropyl-6,7-difluoro-1,4-dihydro-4-oxo-3-quinolinecarboxylic acid). Isolated yield 88.7%. Reaction SMILES: [Br:1][C:2]1[C:3]([F:22])=[C:4]([F:21])[CH:5]=[C:6]2[C:11]=1[N:10]([CH:12]1[CH2:14][CH2:13]1)[CH:9]=[C:8]([C:15]([O:17]CC)=[O:16])[C:7]2=[O:20].C(O)(=O)C.S(=O)(=O)(O)O>O>[Br:1][C:2]1[C:3]([F:22])=[C:4]([F:21])[CH:5]=[C:6]2[C:11]=1[N:10]([CH:12]1[CH2:14][CH2:13]1)[CH:9]=[C:8]([C:15]([OH:17])=[O:16])[C:7]2=[O:20]. Procedure: A mixture of ethyl 8-bromo-1-cyclopropyl-6,7-difluoro-1,4-dihydro-4-oxo-3-quinolinecarboxylate (1.0 g), acetic acid (4 ml), water (3 ml) and concentrated sulfuric acid (0.5 ml) was heated on an oil bath (90°-100° C.) for an hour under stirring, then for an hour at room temperature and poured into ice water (20 ml). The resulting precipitate was collected by filtration and washed with water to give the title compound (0.82 g), mp 224°-225.5° C. Starting materials: CS(=O)(=O)OC1=CC=C(C=C1)CCNC(=O)OC(C)(C)C (4-{2-[(tert-Butoxycarbonyl)amino]ethyl}phenyl methanesulfonate), C(=O)(C(F)(F)F)O (TFA). Solvent: C(Cl)Cl (DCM). The product is CS(=O)(=O)OC1=CC=C(C=C1)CCN (4-(2-Aminoethyl)phenyl methanesulfonate). Isolated yield 99.8%. As a reaction SMILES: [CH3:1][S:2]([O:5][C:6]1[CH:11]=[CH:10][C:9]([CH2:12][CH2:13][NH:14]C(OC(C)(C)C)=O)=[CH:8][CH:7]=1)(=[O:4])=[O:3].C(O)(C(F)(F)F)=O>C(Cl)Cl>[CH3:1][S:2]([O:5][C:6]1[CH:11]=[CH:10][C:9]([CH2:12][CH2:13][NH2:14])=[CH:8][CH:7]=1)(=[O:4])=[O:3]. Reported procedure: 4-{2-[(tert-Butoxycarbonyl)amino]ethyl}phenyl methanesulfonate (3.98 g, 12.62 mmol) was dissolved in DCM (12 mL) and TFA (10 mL) and stirred at rt for 4 h. The reaction mixture was concentrated and redissolved in EtOAc, washed with saturated aqueous K2CO3, and the organic phase was dried with Na2SO4, filtered and evaporated affording the title compound (2.71 g, 99.8%). 1H NMR (500 MHz, CD3OD): δ 2.79 (t, 2H), 2.89 (t, 2H), 3.21 (s, 3H), 7.26 (d, 2H), 7.32 (d, 2H); 13C NMR (125 MHz, CD3OD): δ 36....